Dataset: the Open Reaction Database (ORD), a public repository of structured organic reaction records. Task: describe an organic reaction: reactants, conditions, products, and yield Starting materials: ClC1=C(C(=O)NN)C=CC(=C1)Cl (2,4-dichlorobenzohydrazide), ClCl (Cl2), CCN(C(C)C)C(C)C (DIPEA), ClCC(=O)Cl (chloroacetyl chloride). Reaction conditions: time 10 minute. Yields the product ClC=1C=C(C(=O)NNC(CCl)=O)C=CC1Cl (3,4-dichloro-N′-(2-chloroacetyl)benzohydrazide), material. The yield is 50.0%. RXN SMILES: Cl[C:2]1[CH:11]=[C:10]([Cl:12])[CH:9]=[CH:8][C:3]=1[C:4]([NH:6][NH2:7])=[O:5].[Cl:13]Cl.CCN(C(C)C)C(C)C.[Cl:24][CH2:25][C:26](Cl)=[O:27]>>[Cl:13][C:11]1[CH:2]=[C:3]([CH:8]=[CH:9][C:10]=1[Cl:12])[C:4]([NH:6][NH:7][C:26](=[O:27])[CH2:25][Cl:24])=[O:5]. Reported procedure: To a solution of compound 8 (370 mg, 0.934 mmol) in 5 ml of CH2 Cl2 was added DIPEA (180 mg, 1.4 mmol) at 0° C. and stirred for 10 minutes. Then chloroacetyl chloride (116 mg, 1.02 mmol) was added slowly at the same temperature and the mixture was warmed to ambient temperature and stirred overnight. Solvent was removed to give the crude compound which was used in the next step without any further purification. The crude compound was heated to reflux in toluene (25 ml) using Dean-Stark for 12 hou... The reactants are C(C1=CC=CC=C1)OC1=CC=C2C(=N1)NC=N2 (5-(benzyloxy)-3H-imidazo[4,5-b]pyridine), COC1=C(C=CC=C1)B(O)O (2-methoxyphenylboronic acid). Yields the product COC1=C(C=CC=C1)N1C=NC=2C1=NC(=CC2)O (3-(2-Methoxyphenyl)-3H-imidazo[4,5-b]pyridin-5-ol). As a reaction SMILES: C([O:8][C:9]1[N:14]=[C:13]2[NH:15][CH:16]=[N:17][C:12]2=[CH:11][CH:10]=1)C1C=CC=CC=1.[CH3:18][O:19][C:20]1[CH:25]=[CH:24][CH:23]=[CH:22][C:21]=1B(O)O>>[CH3:18][O:19][C:20]1[CH:25]=[CH:24][CH:23]=[CH:22][C:21]=1[N:15]1[C:13]2=[N:14][C:9]([OH:8])=[CH:10][CH:11]=[C:12]2[N:17]=[CH:16]1. Reported procedure: From 5-(benzyloxy)-3H-imidazo[4,5-b]pyridine and 2-methoxyphenylboronic acid, prepared in a similar manner as the one described in Example 1.26, the title compound was obtained. LCMS m/z=241.9 [M+H]+. The reactants are ClC1=CC=CC=C1 (Chlorobenzene), COC(Cl)Cl (dichloromethyl methyl ether), C(C)(C)(C)C1=C(C=C(C=C1)C)O (2-tert-butyl-5-methylphenol). The reagents and catalysts are [Ti](Cl)(Cl)(Cl)Cl (Titanium tetrachloride). The solvent is O (Water). Conditions: temperature 5 celsius. Product: C(C)(C)(C)C=1C(=CC(=C(C=O)C1)C)O (5-tert-Butyl-4-hydroxy-2-methylbenzaldehyde). RXN SMILES: ClC1C=CC=CC=1.[C:8]([C:12]1[CH:17]=[CH:16][C:15]([CH3:18])=[CH:14][C:13]=1[OH:19])([CH3:11])([CH3:10])[CH3:9].[CH3:20][O:21]C(Cl)Cl>[Ti](Cl)(Cl)(Cl)Cl.O>[C:8]([C:12]1[C:13]([OH:19])=[CH:14][C:15]([CH3:18])=[C:16]([CH:17]=1)[CH:20]=[O:21])([CH3:11])([CH3:10])[CH3:9]. Reported procedure: Chlorobenzene (100 mL) and 2-tert-butyl-5-methylphenol (20.6 gm, 125 mmol) were combined and the mixture stirred and cooled to 5° C. Titanium tetrachloride (27.5 mL) and dichloromethyl methyl ether (19 mL, 210 mmol) were added separately and simultaneously over 45 minutes while holding the reaction temperature between 4 and 7° C. The resulting mixture was stirred at 0-5° C. for 3 hours. Water (100 mL) was cautiously added over 18 minutes to the reaction mixture while holding the temperature belo... Starting materials: NC=1C=CC2=C(N(C(CCC2(C)C)=O)CCOC)C1 (8-Amino-1-(2-methoxy-ethyl)-5,5-dimethyl-1,3,4,5-tetrahydro-benzo[b]azepin-2-one), ClC1=NC=C(C(=N1)NC1=C(C(=O)NC)C=CC=C1F)Cl (2-(2,5-Dichloro-pyrimidin-4-ylamino)-3-fluoro-N-methyl-benzamide). The product is ClC=1C(=NC(=NC1)NC=1C=CC2=C(N(C(CCC2(C)C)=O)CCOC)C1)NC1=C(C(=O)NC)C=CC=C1F (2-{5-Chloro-2-[1-(2-methoxy-ethyl)-5,5-dimethyl-2-oxo-2,3,4,5-tetrahydro-1H-benzo[b]azepin-8-ylamino]-pyrimidin-4-ylamino}-3-fluoro-N-methyl-benzamide), solid. The yield is 26.0%. RXN SMILES: [NH2:1][C:2]1[CH:3]=[CH:4][C:5]2[C:11]([CH3:13])([CH3:12])[CH2:10][CH2:9][C:8](=[O:14])[N:7]([CH2:15][CH2:16][O:17][CH3:18])[C:6]=2[CH:19]=1.Cl[C:21]1[N:26]=[C:25]([NH:27][C:28]2[C:37]([F:38])=[CH:36][CH:35]=[CH:34][C:29]=2[C:30]([NH:32][CH3:33])=[O:31])[C:24]([Cl:39])=[CH:23][N:22]=1>>[Cl:39][C:24]1[C:25]([NH:27][C:28]2[C:37]([F:38])=[CH:36][CH:35]=[CH:34][C:29]=2[C:30]([NH:32][CH3:33])=[O:31])=[N:26][C:21]([NH:1][C:2]2[CH:3]=[CH:4][C:5]3[C:11]([CH3:13])([CH3:12])[CH2:10][CH2:9][C:8](=[O:14])[N:7]([CH2:15][CH2:16][O:17][CH3:18])[C:6]=3[CH:19]=2)=[N:22][CH:23]=1. Procedure details: The title compound was prepared with a procedure analogous to that used to prepare example 381 by combining 8-Amino-1-(2-methoxy-ethyl)-5,5-dimethyl-1,3,4,5-tetrahydro-benzo[b]azepin-2-one and 2-(2,5-Dichloro-pyrimidin-4-ylamino)-3-fluoro-N-methyl-benzamide to yield a yellow solid (26%). mp 222° C.; LCMS: m/z=541.18 (M+H+), 1H NMR (400 MHz, CDCl3) δ 8.85 (s, 1H), 8.10 (s, 1H), 7.58 (s, 1H), 7.25 (m, 6H), 6.54 (m, 1H), 3.60 (m, 4H), 3.34 (s, 3H), 2.95 (d, 3H, J=4.8 Hz), 2.25 (m, 2H), 1.96 (m, 2H)... Starting materials: O(P([O-])(=O)OP(=O)([O-])[O-])C\C=C(/C)\CC\C=C(\CC\C=C(/C)\CCC=C(C)C)/C ((E,E,E)-geranylgeranyl diphosphate), mixture, ent- and syn-copalyl diphosphate, CC1=C[C@@H]2CC[C@@H]3[C@@]([C@@]24CC[C@@H]1C4)(CCCC3(C)C)C (stemarene). The solvent is CCCCC (pentane). Product: C[C@]12CCCC([C@@H]1CC[C@@H]3[C@]24CCC(=C)[C@@H](C3)C4)(C)C (exo-stemodene). Yield: 85.0%. Reaction SMILES: O([CH2:10]/[CH:11]=[C:12](/[CH2:14][CH2:15]/[CH:16]=[C:17](\[CH3:29])/[CH2:18][CH2:19]/[CH:20]=[C:21](/[CH2:23][CH2:24][CH:25]=[C:26]([CH3:28])[CH3:27])\[CH3:22])\[CH3:13])P(OP([O-])([O-])=O)(=O)[O-].CC1[C@H]2C[C@]3(CC2)[C@@H](CC[C@H]2C(C)(C)CCC[C@@]23C)C=1>CCCCC>[CH3:22][C@@:21]12[C@:16]34[CH2:15][C@H:14]([CH2:29][C@@H:17]3[CH2:18][CH2:19][C@H:20]1[C:26]([CH3:28])([CH3:27])[CH2:25][CH2:24][CH2:23]2)[C:12](=[CH2:13])[CH2:11][CH2:10]4. Procedure: Chemicals. The preparations of (E,E,E)-geranylgeranyl diphosphate (GGPP), and ent- and syn-copalyl diphosphate (CPP), and syn-stemarene have been previously described. (Mohan et al. 1996). Stemodene standards were derived from a 1.5:1 mixture (ca. 5 mg) of synthetic racemic exo- and endo-stemodenes, kindly provided by Jim White. (White et al. 1994). This was fractionated by flash chromatography on a silica gel column (1 cm×10 cm) using pentane and the later eluting fractions (enriched for the ex... The reactants are CC1CCCO1 (2-MeTHF), COC(=O)C=1N(N=CC1I)C (4-iodo-2-methyl-2H-pyrazole-3-carboxylic acid methyl ester), C(C)(C)[Mg]Cl (isopropyl magnesium chloride), BrC1=CC=C(C(=O)N(C2CN(CCC2)C(=O)OC(C)(C)C)C2=NC=CC=C2C)C=C1 (tert-butyl 3-[(4-bromobenzoyl)(3-methylpyridin-2-yl)amino]piperidine-1-carboxylate), halogen-metal, 1′-bis(di-tert-butylphosphino)ferrocene palladium dichloride. The reagents and catalysts are [Cl-].[Cl-].[Zn+2] (ZnCl2). Run in C1CCOC1 (THF). Conditions: time 30 minute. Yields the product COC(=O)C1=C(C=NN1C)C1=CC=C(C(=O)N([C@H]2CN(CCC2)C(=O)OC(C)(C)C)C2=NC=CC=C2C)C=C1 (tert-butyl (3R)-3-[{4-[5-(methoxycarbonyl)-1-methyl-1H-pyrazol-4-yl]benzoyl}(3-methylpyridin-2-yl)amino]piperidine-1-carboxylate). Isolated yield 94.5%. RXN SMILES: [CH3:1][O:2][C:3]([C:5]1[N:6]([CH3:11])[N:7]=[CH:8][C:9]=1I)=[O:4].C([Mg]Cl)(C)C.CC1OCCC1.Br[C:24]1[CH:52]=[CH:51][C:27]([C:28]([N:30]([C:44]2[C:49]([CH3:50])=[CH:48][CH:47]=[CH:46][N:45]=2)[CH:31]2[CH2:36][CH2:35][CH2:34][N:33]([C:37]([O:39][C:40]([CH3:43])([CH3:42])[CH3:41])=[O:38])[CH2:32]2)=[O:29])=[CH:26][CH:25]=1>C1COCC1.[Cl-].[Cl-].[Zn+2]>[CH3:1][O:2][C:3]([C:5]1[N:6]([CH3:11])[N:7]=[CH:8][C:9]=1[C:24]1[CH:52]=[CH:51][C:27]([C:28]([N:30]([C:44]2[C:49]([CH3:50])=[CH:48][CH:47]=[CH:46][N:45]=2)[C@@H:31]2[CH2:36][CH2:35][CH2:34][N:33]([C:37]([O:39][C:40]([CH3:43])([CH3:41])[CH3:42])=[O:38])[CH2:32]2)=[O:29])=[CH:26][CH:25]=1)=[O:4] |f:5.6.7|. Procedure: To a solution of 4-iodo-2-methyl-2H-pyrazole-3-carboxylic acid methyl ester (8.1 g, 30.45 mmol) in THF (anhydrous, 60 mL) was added isopropyl magnesium chloride (16.5 mL, 16.5 mmol) at −45° C. The solution turned from clear to light green-yellowish. Stirred at this temperature for 30 min, GC-MS (sample in CD3OD) indicated all halogen-metal exchange completed. To the mixture was added 1.9 N ZnCl2 in 2-MeTHF (9.62 mL, 18.3 mmol) dropwise and the reaction was warmed to room temperature. The mixture...